Dataset: the Open Reaction Database (ORD), a public repository of structured organic reaction records. Task: describe an organic reaction: reactants, conditions, products, and yield Starting materials: C(#N)C1=C(C=C(C=C1)N(CC(=O)O)CC(F)(F)F)C(F)(F)F (N-[4-cyano-3-(trifluoromethyl)phenyl]-N-(2,2,2-trifluoroethyl)glycine), C1(CCCCC1)N (cyclohexylamine). The product is C(#N)C1=C(C=C(C=C1)N(CC(=O)NC1CCCCC1)CC(F)(F)F)C(F)(F)F (N2-[4-Cyano-3-(trifluoromethyl)phenyl]-N1-cyclohexyl-N2-(2,2,2-trifluoroethyl)glycinamide). RXN SMILES: [C:1]([C:3]1[CH:8]=[CH:7][C:6]([N:9]([CH2:14][C:15]([F:18])([F:17])[F:16])[CH2:10][C:11]([OH:13])=O)=[CH:5][C:4]=1[C:19]([F:22])([F:21])[F:20])#[N:2].[CH:23]1([NH2:29])[CH2:28][CH2:27][CH2:26][CH2:25][CH2:24]1>>[C:1]([C:3]1[CH:8]=[CH:7][C:6]([N:9]([CH2:14][C:15]([F:16])([F:18])[F:17])[CH2:10][C:11]([NH:29][CH:23]2[CH2:28][CH2:27][CH2:26][CH2:25][CH2:24]2)=[O:13])=[CH:5][C:4]=1[C:19]([F:20])([F:21])[F:22])#[N:2]. Procedure: Synthesized as described in example 3 using N-[4-cyano-3-(trifluoromethyl)phenyl]-N-(2,2,2-trifluoroethyl)glycine and cyclohexylamine: 1H NMR (400 MHz, CDCl3) δ 7.68 (d, J=8.8 Hz, 1H), 7.03 (d, J=2.6 Hz, 1H), 6.92 (dd, J=8.8, 2.7 Hz, 1H), 5.81 (d, J=8.0 Hz, 1H), 4.12 (s, 2H), 4.10 (q, J=8.6 Hz, 2H), 3.80 (m, 1H), 1.83 (m, 2H), 1.63 (m, 3H), 1.32 (m, 2H), 1.08 (m, 3H). Reactants: COC(C(=O)C)OC (1,1-dimethoxyacetone), C(C)OP(=O)(OCC)CC(=O)OCC (ethyl 2-(diethoxyphosphoryl)acetate), C([O-])([O-])=O.[K+].[K+] (potassium carbonate). Solvent: O (water). Reaction conditions: time 24 hour. The product is COC(C(=CC(=O)OCC)C)OC (Ethyl 4,4-Dimethoxy-3-Methyl-2-Butenoate). RXN SMILES: [CH3:1][O:2][CH:3]([O:7][CH3:8])[C:4]([CH3:6])=O.C(OP([CH2:17][C:18]([O:20][CH2:21][CH3:22])=[O:19])(OCC)=O)C.C(=O)([O-])[O-].[K+].[K+]>O>[CH3:1][O:2][CH:3]([O:7][CH3:8])[C:4]([CH3:6])=[CH:17][C:18]([O:20][CH2:21][CH3:22])=[O:19] |f:2.3.4|. Procedure details: A mixture of 50 mmol of 1,1-dimethoxyacetone and 60 mmol of ethyl 2-(diethoxyphosphoryl)acetate is added in the course of 1 hour to a suspension of 125 mmol of potassium carbonate in 10 ml of water with vigorous stirring and with temperature maintained at between 20° and 30° C. When the addition is complete, stirring is continued for 24 hours at room temperature and the insoluble matter is then removed by filtration and washed with diethyl ether. The organic phase is separated and washed with sa... Reactants: N1=CC=C(C=C1)C=1N=C(SC1)C(=O)OCC (ethyl 4-(4-pyridyl)-2-thiazolecarboxylate), [OH-].[Na+] (sodium hydroxide). Run in C(C)O (ethanol). Product: N1=CC=C(C=C1)C=1N=C(SC1)C(=O)O (4-(4-Pyridyl)-2-thiazolecarboxylic acid). Yield: 83.7%. Procedure details: To the obtained ethyl 4-(4-pyridyl)-2-thiazolecarboxylate (1.5 g) in ethanol (10 ml) solution was added 1 N sodium hydroxide solution (10 ml), and the solution was stirred at room temperature for 2 hours. The reaction solution was concentrated and the residue was dissolved in water, to which was added 1 N hydrochloric acid (10 ml). The precipitate was filtered, washed with water and dried to give the title compound (1.105 g). Run at time 2 hour. As a reaction SMILES: [N:1]1[CH:6]=[CH:5][C:4]([C:7]2[N:8]=[C:9]([C:12]([O:14]CC)=[O:13])[S:10][CH:11]=2)=[CH:3][CH:2]=1.[OH-].[Na+]>C(O)C>[N:1]1[CH:6]=[CH:5][C:4]([C:7]2[N:8]=[C:9]([C:12]([OH:14])=[O:13])[S:10][CH:11]=2)=[CH:3][CH:2]=1 |f:1.2|. Reactants: CCn1c(CCl)nc(C)c1Br, Cl, Fc1cccc(-c2ncc[nH]2)n1, [K+], [K+], O=C([O-])[O-], CN(C)C=O, O. The product is CCn1c(Cn2ccnc2-c2cccc(F)n2)nc(C)c1Br. As a reaction SMILES: [Br:2][c:3]1[c:4]([CH3:12])[n:5][c:6]([CH2:10][Cl:11])[n:7]1[CH2:8][CH3:9].[ClH:1].[F:19][c:20]1[n:21][c:22](-[c:26]2[nH:27][cH:28][cH:29][n:30]2)[cH:23][cH:24][cH:25]1.[K+:13].[K+:14].[O-:15][C:16]([O-:17])=[O:18].[O:32]=[CH:33][N:34]([CH3:35])[CH3:36].[OH2:31]>>[Br:2][c:3]1[c:4]([CH3:12])[n:5][c:6]([CH2:10][n:30]2[c:26](-[c:22]3[n:21][c:20]([F:19])[cH:25][cH:24][cH:23]3)[n:27][cH:28][cH:29]2)[n:7]1[CH2:8][CH3:9].